Dataset: the Open Reaction Database (ORD), a public repository of structured organic reaction records. Task: describe an organic reaction: reactants, conditions, products, and yield Reactants: CCOC(C)=O, [Na+], [OH-], O, O=[N+]([O-])c1ccc2nnn(O)c2c1, O=S(=O)(Cl)c1ccccc1. Yields the product O=[N+]([O-])c1ccc2nnn(OS(=O)(=O)c3ccccc3)c2c1. Reaction SMILES: [CH3:25][CH2:26][O:27][C:28](=[O:29])[CH3:30].[Na+:32].[OH-:31].[OH2:24].[OH:1][n:2]1[n:3][n:4][c:5]2[c:6]1[cH:7][c:8]([N+:11](=[O:12])[O-:13])[cH:9][cH:10]2.[c:14]1([S:20](=[O:21])(=[O:22])[Cl:23])[cH:15][cH:16][cH:17][cH:18][cH:19]1>>[O:1]([n:2]1[n:3][n:4][c:5]2[c:6]1[cH:7][c:8]([N+:11](=[O:12])[O-:13])[cH:9][cH:10]2)[S:20]([c:14]1[cH:15][cH:16][cH:17][cH:18][cH:19]1)(=[O:21])=[O:22]. Reactants: N (ammonia), CC[C@@H]1[C@@]([C@@H]([C@H](C(=O)[C@@H](C[C@@]([C@@H]([C@H]([C@@H]([C@H](C(=O)O1)C)O[C@H]2C[C@@]([C@H]([C@@H](O2)C)O)(C)OC)C)O[C@H]3[C@@H]([C@H](C[C@H](O3)C)N(C)C)O)(C)O)C)C)O)(C)O (erythromycin A), C(C)(=O)[O-].[Na+] (sodium acetate), II (iodine). Run in O (water), CO.O (methanol water). Yields the product CC[C@@H]1[C@@]([C@@H]([C@H](C(=O)[C@@H](C[C@@]([C@@H]([C@H]([C@@H]([C@H](C(=O)O1)C)O[C@H]2C[C@@]([C@H]([C@@H](O2)C)O)(C)OC)C)O[C@H]3[C@@H]([C@H](C[C@H](O3)C)NC)O)(C)O)C)C)O)(C)O (N-demethylerythromycin A). Yield: 40.8%. As a reaction SMILES: [CH3:1][CH2:2][C@H:3]1[O:18][C:16](=[O:17])[C@H:15]([CH3:19])[C@@H:14]([O:20][C@@H:21]2[O:26][C@@H:25]([CH3:27])[C@H:24]([OH:28])[C@@:23]([O:30][CH3:31])([CH3:29])[CH2:22]2)[C@H:13]([CH3:32])[C@@H:12]([O:33][C@@H:34]2[O:39][C@H:38]([CH3:40])[CH2:37][C@H:36]([N:41](C)[CH3:42])[C@H:35]2[OH:44])[C@@:11]([OH:46])([CH3:45])[CH2:10][C@@H:9]([CH3:47])[C:7](=[O:8])[C@H:6]([CH3:48])[C@@H:5]([OH:49])[C@@:4]1([OH:51])[CH3:50].C([O-])(=O)C.[Na+].II.N>CO.O.O>[CH3:1][CH2:2][C@H:3]1[O:18][C:16](=[O:17])[C@H:15]([CH3:19])[C@@H:14]([O:20][C@@H:21]2[O:26][C@@H:25]([CH3:27])[C@H:24]([OH:28])[C@@:23]([O:30][CH3:31])([CH3:29])[CH2:22]2)[C@H:13]([CH3:32])[C@@H:12]([O:33][C@@H:34]2[O:39][C@H:38]([CH3:40])[CH2:37][C@H:36]([NH:41][CH3:42])[C@H:35]2[OH:44])[C@@:11]([OH:46])([CH3:45])[CH2:10][C@@H:9]([CH3:47])[C:7](=[O:8])[C@H:6]([CH3:48])[C@@H:5]([OH:49])[C@@:4]1([OH:51])[CH3:50] |f:1.2,5.6|. Procedure: 5 g of erythromycin A and 4.7 g of sodium acetate (×3 H2O) were dissolved in 200 ml of an 8:2 methanol/water mixture. 1.75 g of iodine were added to the solution, and the reaction mixture was then irradiated with a quartz lamp at room temperature for 20 minutes. Subsequently, half the solvent was evaporated, and the remaining reaction mixture was poured into a mixture of 140 ml of water and 10 ml of ammonia. The reaction mixture was extracted three times with 20 ml portions of methyl t-butyl eth...